The task is: describe an organic reaction: reactants, conditions, products, and yield. This data is from the Open Reaction Database (ORD), a public repository of structured organic reaction records. The reactants are CCOC(=O)CC(=O)[O-], C[Mg+], [Cl-], O=C(Cl)c1cc(F)c(F)cc1Cl, [K+], C1CCOC1. Yields the product CCOC(=O)CC(=O)c1cc(F)c(F)cc1Cl. RXN SMILES: [C:1]([CH2:2][C:3](=[O:4])[O-:5])(=[O:6])[O:7][CH2:8][CH3:9].[CH3:12][Mg+:13].[Cl-:11].[Cl:14][c:15]1[c:16]([C:17]([Cl:18])=[O:19])[cH:20][c:21]([F:25])[c:22]([F:24])[cH:23]1.[K+:10].[O:26]1[CH2:27][CH2:28][CH2:29][CH2:30]1>>[C:1]([CH2:2][C:3](=[O:5])[c:16]1[c:15]([Cl:14])[cH:23][c:22]([F:24])[c:21]([F:25])[cH:20]1)(=[O:6])[O:7][CH2:8][CH3:9]. Reactants: C[C@H]1NC(C2=C1NC(=C2)B2OC(C(O2)(C)C)(C)C)=O ((R)-6-methyl-2-(4,4,5,5-tetramethyl-1,3,2-dioxaborolan-2-yl)-5,6-dihydropyrrolo[3,4-b]pyrrol-4(1H)-one), 6-(methoxymethyl)-5,6-dihydropyrrolo[3,4-b]pyrrolo-4(1H), C[C@H]1NC(C2=C1NC=C2)=O ((R)-6-methyl-5,6-dihydropyrrolo[3,4-b]pyrrol-4(1H)-one), C(C)(C)(C)OC(=O)N[C@@H](C(=O)O)COC ((R)-2-((tert-butoxycarbonyl)amino)-3-methoxypropanoic acid). Yields the product 6-(Methoxymethyl)-5,6-dihydropyrrolo[3,4-b]pyrrolo-4(1H), COCC1NC(C2=C1NC(=C2)B2OC(C(O2)(C)C)(C)C)=O (6-(methoxymethyl)-2-(4,4,5,5-tetramethyl-1,3,2-dioxaborolan-2-yl)-5,6-dihydropyrrolo[3,4-b]pyrrol-4(1H)-one). Reaction SMILES: C[C@@H]1C2NC=CC=2C(=O)N1.C(O[C:16]([NH:18][C@H:19]([CH2:23][O:24][CH3:25])[C:20](O)=O)=[O:17])(C)(C)C.C[C@@H]1C2[NH:32][C:33]([B:35]3[O:39][C:38]([CH3:41])([CH3:40])[C:37]([CH3:43])([CH3:42])[O:36]3)=[CH:34][C:30]=2C(=O)N1>>[CH3:25][O:24][CH2:23][CH:19]1[C:20]2[NH:32][C:33]([B:35]3[O:39][C:38]([CH3:41])([CH3:40])[C:37]([CH3:43])([CH3:42])[O:36]3)=[CH:34][C:30]=2[C:16](=[O:17])[NH:18]1. Procedure: 6-(Methoxymethyl)-5,6-dihydropyrrolo[3,4-b]pyrrolo-4(1H)-one (485a) was prepared in a manner similar to that described for Intermediate 702, starting from (R)-2-((tert-butoxycarbonyl)amino)-3-methoxypropanoic acid (prepared according to the procedure in WO 2012/051551). 1H NMR (400 MHz, DMSO-d6) δ ppm 11.32 (br. s., 1H), 7.58 (s, 1H), 6.83 (d, J=2.74 Hz, 1H), 6.09 (d, J=2.74 Hz, 1H), 4.50 (ddd, J=6.75, 5.58, 1.37 Hz, 1H), 3.37-3.49 (m, 2H), 3.30 (s, 3H). m/z (ES, +ve) 167.0 (M+H)+. 6-(Methoxymet...